From a dataset of the Open Reaction Database (ORD), a public repository of structured organic reaction records. describe an organic reaction: reactants, conditions, products, and yield Run in C(C)N(CC)CC (Triethylamine). The reactants are CS(=O)(=O)Cl (methanesulfonyl chloride), CN(C(=O)[C@H]1CC[C@H]([C@@H](C1)NS(=O)(=O)NC(OCC1=CC=CC=C1)=O)O)C (Benzyl {[(1R,2R,5S)-5-(dimethylcarbamoyl)-2-hydroxycyclohexyl]sulfamoyl}carbamate), C(Cl)Cl (methylene chloride). RXN SMILES: [CH3:1][N:2]([CH3:27])[C:3]([C@@H:5]1[CH2:10][C@@H:9]([NH:11][S:12]([NH:15][C:16](=[O:25])[O:17][CH2:18][C:19]2[CH:24]=[CH:23][CH:22]=[CH:21][CH:20]=2)(=[O:14])=[O:13])[C@H:8]([OH:26])[CH2:7][CH2:6]1)=[O:4].C(Cl)Cl.[CH3:31][S:32](Cl)(=[O:34])=[O:33]>C(N(CC)CC)C>[CH3:31][S:32]([O:26][C@@H:8]1[CH2:7][CH2:6][C@H:5]([C:3](=[O:4])[N:2]([CH3:27])[CH3:1])[CH2:10][C@H:9]1[NH:11][S:12](=[O:13])(=[O:14])[NH:15][C:16]([O:17][CH2:18][C:19]1[CH:20]=[CH:21][CH:22]=[CH:23][CH:24]=1)=[O:25])(=[O:34])=[O:33]. Conditions: temperature 0 celsius, time 1 hour. Yields the product CS(=O)(=O)O[C@H]1[C@@H](C[C@H](CC1)C(N(C)C)=O)NS(NC(=O)OCC1=CC=CC=C1)(=O)=O ((1R,2R,4S)-2-{[(Benzyloxycarbonyl) sulfamoyl]amino}-4-(dimethylcarbamoyl)cyclohexyl methanesulfonate). Procedure: Benzyl {[(1R,2R,5S)-5-(dimethylcarbamoyl)-2-hydroxycyclohexyl]sulfamoyl}carbamate (1.00 g) was added to methylene chloride (10 ml), and the obtained solution was then cooled to approximately 0° C. Triethylamine (0.52 ml) was added to the reaction solution, and methanesulfonyl chloride (0.28 ml) was then added dropwise to the mixed solution. The obtained mixture was stirred for approximately 1 hour. The precipitated crystals were collected by filtration, and were then washed with methylene chlori... Yield: 72.0%. Starting materials: [Na+], C1COCCO1, [OH-], O, CC1C=CC2=CC(O)CC(OC(=O)CC(C)(C)C)C2C1CCC1CC(O)CC(=O)O1. Product: [Na+], CC1C=CC2=CC(O)CC(OC(=O)CC(C)(C)C)C2C1CCC(O)CC(O)CC(=O)[O-]. As a reaction SMILES: [Na+:33].[O:34]1[CH2:35][CH2:36][O:37][CH2:38][CH2:39]1.[OH-:32].[OH2:1].[OH:2][CH:3]1[CH:4]=[C:5]2[CH:6]=[CH:7][CH:8]([CH3:31])[CH:9]([CH2:21][CH2:22][CH:23]3[CH2:24][CH:25]([OH:30])[CH2:26][C:27](=[O:29])[O:28]3)[CH:10]2[CH:11]([O:13][C:14]([CH2:15][C:16]([CH3:17])([CH3:18])[CH3:19])=[O:20])[CH2:12]1>>[Na+:33].[OH:1][CH:23]([CH2:22][CH2:21][CH:9]1[CH:8]([CH3:31])[CH:7]=[CH:6][C:5]2=[CH:4][CH:3]([OH:2])[CH2:12][CH:11]([O:13][C:14]([CH2:15][C:16]([CH3:17])([CH3:18])[CH3:19])=[O:20])[CH:10]21)[CH2:24][CH:25]([CH2:26][C:27]([O-:28])=[O:29])[OH:30]. Starting materials: C(C)(C)(C)OC(=O)N1CC(C1)N1C[C@H](CC1)O (3-((S)-3-hydroxypyrrolidin-1-yl)azetidine-1-carboxylic acid tert-butyl ester), C(=O)(C(F)(F)F)O (TFA). Run in C(Cl)Cl (DCM). Run at time 2 hour. The product is N1CC(C1)N1C[C@H](CC1)O ((S)-1-Azetidin-3-ylpyrrolidin-3-ol). Reaction SMILES: C(OC([N:8]1[CH2:11][CH:10]([N:12]2[CH2:16][CH2:15][C@H:14]([OH:17])[CH2:13]2)[CH2:9]1)=O)(C)(C)C.C(O)(C(F)(F)F)=O>C(Cl)Cl>[NH:8]1[CH2:11][CH:10]([N:12]2[CH2:16][CH2:15][C@H:14]([OH:17])[CH2:13]2)[CH2:9]1. Reported procedure: A mixture of 3-((S)-3-hydroxypyrrolidin-1-yl)azetidine-1-carboxylic acid tert-butyl ester (390 mg, 1.61 mmol) and TFA (2 mL) in DCM (4 mL) was stirred at room temperature for 2 h. The reaction mixture was loaded onto an Isolute® SCX-2 cartridge which was washed with MeOH/DCM and the product eluted with 2M NH3/MeOH affording the title compound as a white solid (244 mg, quant.). 1H NMR (CDCl3, 300 MHz): δ 4.40-4.33 (m, 1 H); 3.70-3.60 (m, 4 H); 3.44-3.34 (m, 1 H); 2.88-2.77 (m, 1 H); 2.73-2.52 (m,... Starting materials: ice water, Cl (hydrochloric acid), S1CC(CCC1)C=O (tetrahydrothiopyran-3-carboaldehyde), C(CC(=O)C)(=O)OC (methyl acetoacetate), C(CCC)[Li] (butyllithium), [H-].[Na+] (sodium hydride). Solvent: CCCCCC (hexane), O1CCCC1 (tetrahydrofuran). Conditions: temperature 0 celsius, time 15 minute. Product: OC(CC(CC(=O)OC)=O)C1CSCCC1 (Methyl 5-hydroxy-3-oxo-5-(tetrahydrothiopyran-3-yl)-pentanoate). The yield is 97.8%. As a reaction SMILES: [H-].[Na+].[C:3]([O:9][CH3:10])(=[O:8])[CH2:4][C:5]([CH3:7])=[O:6].C([Li])CCC.[S:16]1[CH2:21][CH2:20][CH2:19][CH:18]([CH:22]=[O:23])[CH2:17]1.Cl>CCCCCC.O1CCCC1>[OH:23][CH:22]([CH:18]1[CH2:19][CH2:20][CH2:21][S:16][CH2:17]1)[CH2:7][C:5](=[O:6])[CH2:4][C:3]([O:9][CH3:10])=[O:8] |f:0.1|. Procedure: 6.6 g of sodium hydride (80%) is added to 400 ml of tetrahydrofuran and the mixture is cooled to 0° C. At this temperature, 24.4 g of methyl acetoacetate is dripped in, the resulting mixture is stirred for 15 minutes, then 137.5 ml of a 1.6 molar butyllithium solution in hexane is dripped in and the mixture stirred for 30 minutes. At from 0° to 3° C., 26 g of tetrahydrothiopyran-3-carboaldehyde is dripped in and the mixture stirred for a further 30 minutes to complete the reaction. To this end, ... Starting materials: ClC1=C(C=CC=C1)N1C(=NC2=C(C1=O)SC=C2)C (3-(2-chloro-phenyl)-2-methyl-4-oxo-3,4-dihydro-thieno[3,2-d]pyrimidine), COC(N(C)C)OC (dimethylformamide dimethyl acetal). Run in CN(C=O)C (dimethylformamide). Run at temperature 140 celsius. The product is ClC1=C(C=CC=C1)N1C(=NC2=C(C1=O)SC=C2)C=CN(C)C (3-(2-chloro-phenyl)-2-(dimethylamino-vinyl)-4-oxo-3,4-dihydro-thieno[3,2-d]pyrimidine). Yield: 89.4%. RXN SMILES: [Cl:1][C:2]1[CH:7]=[CH:6][CH:5]=[CH:4][C:3]=1[N:8]1[C:13](=[O:14])[C:12]2[S:15][CH:16]=[CH:17][C:11]=2[N:10]=[C:9]1[CH3:18].CO[CH:21](OC)[N:22]([CH3:24])[CH3:23]>CN(C)C=O>[Cl:1][C:2]1[CH:7]=[CH:6][CH:5]=[CH:4][C:3]=1[N:8]1[C:13](=[O:14])[C:12]2[S:15][CH:16]=[CH:17][C:11]=2[N:10]=[C:9]1[CH:18]=[CH:21][N:22]([CH3:24])[CH3:23]. Procedure: A mixture of 3-(2-chloro-phenyl)-2-methyl-4-oxo-3,4-dihydro-thieno[3,2-d]pyrimidine (9.4 g, 34.06 mmol) and dimethylformamide dimethyl acetal (9.0, 68.12 mmol) in dimethylformamide (70 mL) was heated to 140° C. for 24 hours. The reaction was cooled to ambient temperature and concentrated at reduced pressure (50° C. bath temperature). The residue was slurried in methanol and concentrated at reduced pressure. This methanol slurry/concentration procedure was repeated twice. The residue was triturat... Starting materials: O=C([O-])[O-], CI, CN(C)C=O, [K+], [K+], CCOC(=O)c1c[nH]c2c(=O)oc3ccccc3c2c1=O, O. The product is CCOC(=O)c1cn(C)c2c(=O)oc3ccccc3c2c1=O. Reaction SMILES: [C:24](=[O:25])([O-:26])[O-:27].[CH3:22][I:23].[CH3:31][N:32]([CH3:33])[CH:34]=[O:35].[K+:28].[K+:29].[O:1]=[c:2]1[c:3]2[c:4]([nH:5][cH:6][c:7]1[C:8](=[O:9])[O:10][CH2:11][CH3:12])[c:13](=[O:21])[o:14][c:15]1[c:16]2[cH:17][cH:18][cH:19][cH:20]1.[OH2:30]>>[O:1]=[c:2]1[c:3]2[c:4]([n:5]([CH3:24])[cH:6][c:7]1[C:8](=[O:9])[O:10][CH2:11][CH3:12])[c:13](=[O:21])[o:14][c:15]1[c:16]2[cH:17][cH:18][cH:19][cH:20]1. The reactants are ice water, [H-].[Na+] (sodium hydride), CS(=O)C (DMSO), O=C1CC(CC1)C1=CNC2=CC=C(C=C12)C#N (3-(3-oxocyclopentyl)-1H-indole-5-carbonitrile), CS(=O)C (DMSO). The reagents and catalysts are CI (Methyl iodide). Conditions: temperature 40 celsius, time 2 hour. The product is CN1C=C(C2=CC(=CC=C12)C#N)C1CC(CC1)=O (1-methyl-3-(3-oxo-cyclopentyl)-1H-indole-5-carbonitrile). Isolated yield 72.0%. RXN SMILES: [O:1]=[C:2]1[CH2:6][CH2:5][CH:4]([C:7]2[C:15]3[C:10](=[CH:11][CH:12]=[C:13]([C:16]#[N:17])[CH:14]=3)[NH:9][CH:8]=2)[CH2:3]1.[H-].[Na+].[CH3:20]S(C)=O>CI>[CH3:20][N:9]1[C:10]2[C:15](=[CH:14][C:13]([C:16]#[N:17])=[CH:12][CH:11]=2)[C:7]([CH:4]2[CH2:5][CH2:6][C:2](=[O:1])[CH2:3]2)=[CH:8]1 |f:1.2|. Procedure details: 3-(3-oxocyclopentyl)-1H-indole-5-carbonitrile (11.21 g, 0.05 mMol) was dissolved in anhydrous DMSO (30 mL) and added dropwise to a suspension of sodium hydride (2.25 g, 0.055 mMol, 60% in mineral oil) in dry DMSO (50 mL) under nitrogen at 25–30° C. The reaction was heated to 40° C. for 15 min, then cooled to room temperature. Methyl iodide (3.42 mL, 0.055 mMol) was added dropwise, maintaining reaction temperature at 25–30° C. with an external ice water bath. After stirring for 2 h at room temper... Starting materials: N1=CC=CC2=CN=CC(=C12)\C=C/C(=O)OCC (ethyl (2Z)-3-(1,6-naphthyridin-8-yl)prop-2-enoate), O=[O+][O-] (ozone). Run in ClCCl (dichloromethane), CO (methanol). Product: N1=CC=CC2=CN=CC(=C12)C=O (1,6-naphthyridine-8-carbaldehyde). As a reaction SMILES: [N:1]1[C:10]2[C:5](=[CH:6][N:7]=[CH:8][C:9]=2/[CH:11]=C\C(OCC)=O)[CH:4]=[CH:3][CH:2]=1.[O:18]=[O+][O-]>ClCCl.CO>[N:1]1[C:10]2[C:5](=[CH:6][N:7]=[CH:8][C:9]=2[CH:11]=[O:18])[CH:4]=[CH:3][CH:2]=1. Procedure details: A solution of ethyl (2Z)-3-(1,6-naphthyridin-8-yl)prop-2-enoate (30 g) in dichloromethane (500 mL) and methanol (125 mL) was cooled to −78° C. and reacted with ozone until the color of the reaction mixture became light blue (˜3 h). The reaction was purged with nitrogen to remove the residual ozone. Methyl sulfide (60 mL) was then added, and the reaction was allowed to warm to room temperature and then concentrated. The resulting residue was dissolved in dichloromethane (300 mL), washed with wate...